From a dataset of the Open Reaction Database (ORD), a public repository of structured organic reaction records. describe an organic reaction: reactants, conditions, products, and yield Reactants: C(Cl)Cl (CH2Cl2), C(C1=CC=CC=C1)OC(=O)C1=CC=C(C(=O)Cl)C=C1 (4-(benzyloxycarbonyl)benzoyl chloride), C(C)=O (acetaldehyde). Reagents/catalysts: [Cl-].[Zn+2].[Cl-] (Zinc chloride). Reaction conditions: time 30 minute. Yields the product 7.65, C(C1=CC=CC=C1)OC(=O)C1=CC=C(C(=O)OC(C)Cl)C=C1 (1-chloroethyl 4-(benzyloxycarbonyl)benzoate). The yield is 31.0%. Reaction SMILES: [CH2:1]([O:8][C:9]([C:11]1[CH:19]=[CH:18][C:14]([C:15](Cl)=[O:16])=[CH:13][CH:12]=1)=[O:10])[C:2]1[CH:7]=[CH:6][CH:5]=[CH:4][CH:3]=1.[CH:20](=[O:22])[CH3:21].C(Cl)[Cl:24]>[Cl-].[Zn+2].[Cl-]>[CH2:1]([O:8][C:9]([C:11]1[CH:19]=[CH:18][C:14]([C:15]([O:22][CH:20]([Cl:24])[CH3:21])=[O:16])=[CH:13][CH:12]=1)=[O:10])[C:2]1[CH:7]=[CH:6][CH:5]=[CH:4][CH:3]=1 |f:3.4.5|. Reported procedure: Zinc chloride (524 mg) was fused in vacuo and, after cooling, treated with 4-(benzyloxycarbonyl)benzoyl chloride (21.48 g, 78.2 mmole). After 30 min., acetaldehyde (3.44 g, 78 mmole) was added at 0° C. The reaction mixture was stirred at room temperature for 30 min. and then diluted with CH2Cl2. The mixture was stirred for another 30 min. and then washed with water (3×). After drying with MgSO4, filtration, and concentration in vacuo, a green/brown solid was obtained that was chromatographed (25... Reactants: COCC(=O)Cl, CCOC(C)=O, CC(C)(C#N)c1cccc(C(=O)Nc2cc(Oc3ccc4nc(N)sc4n3)c(Cl)cc2F)c1, c1ccncc1. Reaction SMILES: [CH3:34][O:35][CH2:36][C:37](=[O:38])[Cl:39].[CH3:46][CH2:47][O:48][C:49](=[O:50])[CH3:51].[NH2:1][c:2]1[s:3][c:4]2[n:5][c:6]([O:11][c:12]3[c:13]([Cl:33])[cH:14][c:15]([F:32])[c:16]([NH:18][C:19]([c:20]4[cH:21][c:22]([C:26]([CH3:27])([CH3:28])[C:29]#[N:30])[cH:23][cH:24][cH:25]4)=[O:31])[cH:17]3)[cH:7][cH:8][c:9]2[n:10]1.[cH:40]1[cH:41][cH:42][n:43][cH:44][cH:45]1>>[NH:1]([c:2]1[s:3][c:4]2[n:5][c:6]([O:11][c:12]3[c:13]([Cl:33])[cH:14][c:15]([F:32])[c:16]([NH:18][C:19]([c:20]4[cH:21][c:22]([C:26]([CH3:27])([CH3:28])[C:29]#[N:30])[cH:23][cH:24][cH:25]4)=[O:31])[cH:17]3)[cH:7][cH:8][c:9]2[n:10]1)[C:37]([CH2:36][O:35][CH3:34])=[O:38]. The product is COCC(=O)Nc1nc2ccc(Oc3cc(NC(=O)c4cccc(C(C)(C)C#N)c4)c(F)cc3Cl)nc2s1. Starting materials: C(C=1C(O)=CC=CC1)(=O)NN (salicylic acid hydrazide), C(C)(OCC)(OCC)OCC (triethyl orthoacetate). Run in C(CC)O (n-propanol). Product: CC1=NN=C(O1)C1=C(C=CC=C1)O (ortho-(5-Methyl-1,3,4-oxadiazol-2-yl)-phenol). Isolated yield 44.5%. As a reaction SMILES: [C:1]([NH:10][NH2:11])(=[O:9])[C:2]1[C:3](=[CH:5][CH:6]=[CH:7][CH:8]=1)[OH:4].[C:12](OCC)(OCC)(OCC)[CH3:13]>C(O)CC>[CH3:12][C:13]1[O:9][C:1]([C:2]2[CH:8]=[CH:7][CH:6]=[CH:5][C:3]=2[OH:4])=[N:10][N:11]=1. Procedure: 90 g (0.6 mole) of salicylic acid hydrazide and 388.8 g (2.4 moles) of triethyl orthoacetate in 500 ml of n-propanol are refluxed for 84 hours. When the mixture has cooled, the precipitate is filtered off and recrystallized from a mixture of toluene and petroleum ether. 47 g of colorless crystals (26.7% of theory) are obtained; melting point 74°-76° C. RXN SMILES: [CH2:34]1[O:35][CH2:36][CH2:37][CH2:38]1.[CH3:1][O:2][C:3](=[O:4])[c:5]1[cH:6][c:7](-[c:21]2[cH:22][cH:23][c:24]([CH3:27])[cH:25][cH:26]2)[cH:8][c:9]([N:11]2[C:12](=[O:20])[CH2:13][c:14]3[cH:15][cH:16][cH:17][cH:18][c:19]32)[cH:10]1.[CH3:32][OH:33].[ClH:31].[Na+:30].[OH-:29].[OH2:28]>>[O:2]=[C:3]([OH:4])[c:5]1[cH:6][c:7](-[c:21]2[cH:22][cH:23][c:24]([CH3:27])[cH:25][cH:26]2)[cH:8][c:9]([N:11]2[C:12](=[O:20])[CH2:13][c:14]3[cH:15][cH:16][cH:17][cH:18][c:19]32)[cH:10]1. The product is Cc1ccc(-c2cc(C(=O)O)cc(N3C(=O)Cc4ccccc43)c2)cc1. The reactants are C1CCOC1, COC(=O)c1cc(-c2ccc(C)cc2)cc(N2C(=O)Cc3ccccc32)c1, CO, Cl, [Na+], [OH-], O.